From a dataset of the Open Reaction Database (ORD), a public repository of structured organic reaction records. describe an organic reaction: reactants, conditions, products, and yield Reactants: CCO, NN, Cc1c(C(=O)OCc2ccccc2)cc(CCCN2C(=O)c3ccccc3C2=O)n1CCc1ccc(F)cc1, C1CCOC1, O. Yields the product Cc1c(C(=O)OCc2ccccc2)cc(CCCN)n1CCc1ccc(F)cc1. RXN SMILES: [CH3:40][CH2:41][OH:42].[NH2:49][NH2:50].[O:1]=[C:2]1[N:3]([CH2:12][CH2:13][CH2:14][c:15]2[cH:16][c:17]([C:30](=[O:31])[O:32][CH2:33][c:34]3[cH:35][cH:36][cH:37][cH:38][cH:39]3)[c:18]([CH3:29])[n:19]2[CH2:20][CH2:21][c:22]2[cH:23][cH:24][c:25]([F:28])[cH:26][cH:27]2)[C:10](=[O:11])[c:5]2[c:4]1[cH:9][cH:8][cH:7][cH:6]2.[O:43]1[CH2:44][CH2:45][CH2:46][CH2:47]1.[OH2:48]>>[NH2:3][CH2:12][CH2:13][CH2:14][c:15]1[cH:16][c:17]([C:30](=[O:31])[O:32][CH2:33][c:34]2[cH:35][cH:36][cH:37][cH:38][cH:39]2)[c:18]([CH3:29])[n:19]1[CH2:20][CH2:21][c:22]1[cH:23][cH:24][c:25]([F:28])[cH:26][cH:27]1.